This data is from the Open Reaction Database (ORD), a public repository of structured organic reaction records. The task is: describe an organic reaction: reactants, conditions, products, and yield The reactants are ClC1=CC=C(CN2C(=C(C3=CC(=CC=C23)OCC2=NC3=CC=CC=C3C=C2)SC(C)(C)C)CC(C(=O)OC)(C)C)C=C1 (Methyl 3-[N-(p-chlorobenzyl)-3-(t-butylthio)-5-(quinolin-2-ylmethoxy)indol-2-yl]-2,2-dimethylpropanoate), [Al+3].[Cl-].[Cl-].[Cl-] (AlCl3). The solvent is C(Cl)Cl (CH2Cl2). Conditions: time 1.75 hour. The product is ClC1=CC=C(CN2C(=CC3=CC(=CC=C23)OCC2=NC3=CC=CC=C3C=C2)CC(C(=O)OC)(C)C)C=C1 (Methyl 3-[N-(4-chlorobenzyl)-5-(quinolin-2-ylmethoxy)indol-2-yl]-2,2-dimethylpropanoate). As a reaction SMILES: [Cl:1][C:2]1[CH:42]=[CH:41][C:5]([CH2:6][N:7]2[C:15]3[C:10](=[CH:11][C:12]([O:16][CH2:17][C:18]4[CH:27]=[CH:26][C:25]5[C:20](=[CH:21][CH:22]=[CH:23][CH:24]=5)[N:19]=4)=[CH:13][CH:14]=3)[C:9](SC(C)(C)C)=[C:8]2[CH2:33][C:34]([CH3:40])([CH3:39])[C:35]([O:37][CH3:38])=[O:36])=[CH:4][CH:3]=1.[Al+3].[Cl-].[Cl-].[Cl-]>C(Cl)Cl>[Cl:1][C:2]1[CH:3]=[CH:4][C:5]([CH2:6][N:7]2[C:15]3[C:10](=[CH:11][C:12]([O:16][CH2:17][C:18]4[CH:27]=[CH:26][C:25]5[C:20](=[CH:21][CH:22]=[CH:23][CH:24]=5)[N:19]=4)=[CH:13][CH:14]=3)[CH:9]=[C:8]2[CH2:33][C:34]([CH3:39])([CH3:40])[C:35]([O:37][CH3:38])=[O:36])=[CH:41][CH:42]=1 |f:1.2.3.4|. Procedure: Methyl 3-[N-(4-chlorobenzyl)-3-(t-butylthio)-5-(quinolin-2-ylmethoxy)indol-2-yl]-2,2-dimethylpropanoate (3.77 g, 6.27 mmol) from Step D of Example 1, was dissolved in 75 mL of dry CH2Cl2 and the solution was charged with 6.27 g (47.0 mmol) of AlCl3 and the mixture was stirred at RT, under Ar, for 1.75 hours. The reaction was then quenched by the addition of 0.5N Na, K tartrate (150 mL) and the resulting mixture was extracted with EtOAc (3×). The organic extracts were washed with 0.5N Na, K tartr... Reactants: C(#N)CC(=O)NC(CCC)C1=CC=C(C=C1)OCCN(CC)CC (2-Cyano-N-(1-(4-(2-(diethylamino)ethoxy)phenyl)butyl)acetamide), NC(CCC)C1=CC=C(OCCOCCOCCN(C(=O)OC(C)(C)C)C(=O)OC(C)(C)C)C=C1 ((2-(2-(2-(4-(1-Aminobutyl)phenoxy)ethoxy)ethoxy)ethyl)imidodicarbonic acid, 1,3-bis-tert-butyl ester). Product: C(#N)CC(=O)NC(CCC)C1=CC=C(OCCOCCOCCN(C(=O)OC(C)(C)C)C(=O)OC(C)(C)C)C=C1 ((2-(2-(2-(4-(1-(2-Cyanoacetamido)butyl)phenoxy)ethoxy)ethoxy)ethyl)imidodicarbonic acid, 1,3-bis-tert-butyl ester). As a reaction SMILES: [C:1]([CH2:3][C:4]([NH:6][CH:7]([C:11]1[CH:16]=[CH:15][C:14]([O:17][CH2:18][CH2:19]N(CC)CC)=[CH:13][CH:12]=1)[CH2:8][CH2:9][CH3:10])=[O:5])#[N:2].NC(C1C=CC(OCC[O:37][CH2:38][CH2:39][O:40][CH2:41][CH2:42][N:43]([C:51]([O:53][C:54]([CH3:57])([CH3:56])[CH3:55])=[O:52])[C:44]([O:46][C:47]([CH3:50])([CH3:49])[CH3:48])=[O:45])=CC=1)CCC>>[C:1]([CH2:3][C:4]([NH:6][CH:7]([C:11]1[CH:12]=[CH:13][C:14]([O:17][CH2:18][CH2:19][O:37][CH2:38][CH2:39][O:40][CH2:41][CH2:42][N:43]([C:51]([O:53][C:54]([CH3:57])([CH3:56])[CH3:55])=[O:52])[C:44]([O:46][C:47]([CH3:48])([CH3:49])[CH3:50])=[O:45])=[CH:15][CH:16]=1)[CH2:8][CH2:9][CH3:10])=[O:5])#[N:2]. Procedure details: The title compound was prepared by using a similar procedure as described for the preparation of 29 except that (2-(2-(2-(4-(1-aminobutyl)phenoxy)ethoxy)ethoxy)ethyl)imidodicarbonic acid, 1,3-bis-tert-butyl ester (45) was used instead of 1-(4-(2-(diethylamino)ethoxy)phenyl)butan-1-amine (25). This produced the crude product which was purified by flash silica gel column chromatography, eluting with 3:2 hexanes/ethyl acetate, to give 46 (95 mg, 84%) as a clear oil: MS (ES+) m/z 564.3 (M+H)+.